From a dataset of the Open Reaction Database (ORD), a public repository of structured organic reaction records. describe an organic reaction: reactants, conditions, products, and yield The reactants are CC(C)(C)OC(=O)N[C@@H](CC=C)C(=O)O (Boc-L-allylglycine), C1(CCCC1)O (Cyclopentanol), C(CCl)Cl (EDC). The reagents and catalysts are CN(C)C=1C=CN=CC1 (DMAP). The solvent is C(Cl)Cl (DCM), C(Cl)Cl (DCM). Reaction conditions: time 20 minute. Yields the product C(C)(C)(C)OC(=O)N[C@H](C(=O)OC1CCCC1)CC=C (Cyclopentyl(2S)-2-[(tert-butoxycarbonyl)amino]pent-4-enoate). Yield: 68.9%. As a reaction SMILES: C(Cl)CCl.[CH3:5][C:6]([O:9][C:10]([NH:12][C@H:13]([C:17]([OH:19])=[O:18])[CH2:14][CH:15]=[CH2:16])=[O:11])([CH3:8])[CH3:7].[CH:20]1(O)[CH2:24][CH2:23][CH2:22][CH2:21]1>CN(C1C=CN=CC=1)C.C(Cl)Cl>[C:6]([O:9][C:10]([NH:12][C@@H:13]([CH2:14][CH:15]=[CH2:16])[C:17]([O:19][CH:20]1[CH2:24][CH2:23][CH2:22][CH2:21]1)=[O:18])=[O:11])([CH3:5])([CH3:7])[CH3:8]. Reported procedure: To a stirred solution of DMAP (0.057 g, 0.465 mmol) in DCM (20 ml) was added EDC (0.980 g, 5.11 mmol). A solution of Boc-L-allylglycine (1.0 g, 4.65 mmol) in DCM (5 ml) was added and the mixture stirred for 20 minutes at RT. Cyclopentanol (0.506 ml, 5.58 mmol) was then added and the mixture stirred overnight at RT for complete reaction. After concentration of the reaction solvent in vacuo, the residue was subjected to column chromatography eluting with 6% EtOAc in hexanes. Yield=0.907 g, 3.20 mm... Starting materials: NC1CC(CCC1)N1C(C=2C(C=3C(=CC=CC13)Cl)=NOC2C)=O (5-(3-aminocyclohexyl)-9-chloro-3-methyl-5H-isoxazolo[4,3-c]quinolin4-one), C1(=CC=CC=C1)NCC(=O)O (N-phenylglycine), ON1N=NC2=C1N=CC=C2 (1-hydroxy-7-azabenzotriazole), Cl.C(C)N=C=N (3-ethylcarbodiimide hydrochloride), CC1=NC(=CC(=C1)C)C (2,4,6-trimethylpyridine). The solvent is CN(C=O)C (dimethylformamide). Reaction conditions: time 8 hour. Yields the product ClC=1C=2C=3C(C(N(C2C=CC1)C1CC(CCC1)NC(CNC1=CC=CC=C1)=O)=O)=C(ON3)C (N-[3-(9-chloro-3-methyl-4-oxo-5H-isoxazolo[4,3-c]quinolin-5-yl)-cyclohexyl]-2-phenylamino-acetamide), solid. The yield is 56.0%. As a reaction SMILES: [NH2:1][CH:2]1[CH2:7][CH2:6][CH2:5][CH:4]([N:8]2[C:17]3[CH:16]=[CH:15][CH:14]=[C:13]([Cl:18])[C:12]=3[C:11]3=[N:19][O:20][C:21]([CH3:22])=[C:10]3[C:9]2=[O:23])[CH2:3]1.[C:24]1([NH:30][CH2:31][C:32](O)=[O:33])[CH:29]=[CH:28][CH:27]=[CH:26][CH:25]=1.ON1C2N=CC=CC=2N=N1.Cl.C(N=C=N)C.CC1C=C(C)C=C(C)N=1>CN(C)C=O>[Cl:18][C:13]1[C:12]2[C:11]3[C:10](=[C:21]([CH3:22])[O:20][N:19]=3)[C:9](=[O:23])[N:8]([CH:4]3[CH2:5][CH2:6][CH2:7][CH:2]([NH:1][C:32](=[O:33])[CH2:31][NH:30][C:24]4[CH:29]=[CH:28][CH:27]=[CH:26][CH:25]=4)[CH2:3]3)[C:17]=2[CH:16]=[CH:15][CH:14]=1 |f:3.4|. Reported procedure: Anhydrous dimethylformamide (10 mL) in a nitrogen atmosphere was used to dissolve 5-(3-aminocyclohexyl)-9-chloro-3-methyl-5H-isoxazolo[4,3-c]quinolin4-one (50 mg; 0.151 mmol), N-phenylglycine (29.6 mg; 0.196 mmol; 1.3 equiv), 1-hydroxy-7-azabenzotriazole (26.7 mg; 0.196 mmol; 1.3 equiv), 1-[3-(dimethylamino)propyl[-3-ethylcarbodiimide hydrochloride (37.6 mg; 0.196 mmol; 1.3 equiv), and 2,4,6-trimethylpyridine (199 μL; 1.51 mmol; 10 equiv). After overnight stirring at room temperature, the reacti... Starting materials: [O-]Cl, NNc1c(Cl)c(Cl)nc(Cl)c1Cl, [Na+]. Product: Clc1cc(Cl)c(Cl)nc1Cl. As a reaction SMILES: [Cl:1][O-:2].[Cl:4][c:5]1[n:6][c:7]([Cl:15])[c:8]([Cl:14])[c:9]([NH:12][NH2:13])[c:10]1[Cl:11].[Na+:3]>>[Cl:4][c:5]1[n:6][c:7]([Cl:15])[c:8]([Cl:14])[cH:9][c:10]1[Cl:11]. Starting materials: Cl.NCC(=O)C1=CC=C(C=C1)I (2-amino-1-(4-iodophenyl)ethanone hydrochloride), [OH-].[Na+] (sodium hydroxide), ClC=1C=C2C(C(NC2=CC1)=O)=O (5-chloroisatin). Solvent: C(C)O (ethanol), O1CCCC1 (tetrahydrofuran), O (water), O (water), O (water). Conditions: temperature 85 celsius. The product is NC=1C(=NC2=CC=C(C=C2C1C(=O)O)Cl)C1=CC=C(C=C1)I (3-Amino-6-chloro-2-(4-iodophenyl)-4-quinolinecarboxylic acid). The yield is 66.7%. Reaction SMILES: [Cl:1][C:2]1[CH:3]=[C:4]2[C:8](=[CH:9][CH:10]=1)[NH:7][C:6](=[O:11])[C:5]2=O.[OH-:13].[Na+].Cl.[NH2:16][CH2:17][C:18]([C:20]1[CH:25]=[CH:24][C:23]([I:26])=[CH:22][CH:21]=1)=O>O.C(O)C.O1CCCC1>[NH2:16][C:17]1[C:18]([C:20]2[CH:25]=[CH:24][C:23]([I:26])=[CH:22][CH:21]=2)=[N:7][C:8]2[C:4]([C:5]=1[C:6]([OH:11])=[O:13])=[CH:3][C:2]([Cl:1])=[CH:10][CH:9]=2 |f:1.2,3.4|. Procedure: To a stirred suspension of 4.17 g of 5-chloroisatin in 40 ml of water was added a solution of 5.15 g of sodium hydroxide in 18 ml of water. The solution was heated to 85° C. and a solution of 9.8 g of 2-amino-1-(4-iodophenyl)ethanone hydrochloride in a mixture of 70 ml of ethanol and 30 ml of tetrahydrofuran and 130 ml of water was added dropwise over 2 hours. After the addition was complete, the solution was refluxed for an additional 30 minutes and then the ethanol and tetrahydrofuran were rem... The reactants are CC(=O)[O-], CC(=O)[O-], CCOC(=O)C(CC)=[N+]=[N-], Cc1ccccc1, O, CCCc1c(Cc2ccc(-c3ccccc3C#N)cc2)c(=O)n(C2CCC(O)CC2)c2ncnn12, [Rh+2]. The product is CCCc1c(Cc2ccc(-c3ccccc3C#N)cc2)c(=O)n(C2CCC(OC(CC)C(=O)OCC)CC2)c2ncnn12. As a reaction SMILES: [C:54]([O-:55])(=[O:56])[CH3:57].[C:59]([O-:60])(=[O:61])[CH3:62].[CH2:36]([CH3:37])[O:38][C:39]([C:40]([CH2:41][CH3:42])=[N+:43]=[N-:44])=[O:45].[CH3:47][c:48]1[cH:49][cH:50][cH:51][cH:52][cH:53]1.[OH2:46].[OH:1][CH:2]1[CH2:3][CH2:4][CH:5]([n:8]2[c:9]3[n:10]([c:11]([CH2:30][CH2:31][CH3:32])[c:12]([CH2:15][c:16]4[cH:17][cH:18][c:19](-[c:22]5[c:23]([C:28]#[N:29])[cH:24][cH:25][cH:26][cH:27]5)[cH:20][cH:21]4)[c:13]2=[O:14])[n:33][cH:34][n:35]3)[CH2:6][CH2:7]1.[Rh+2:58]>>[O:1]([CH:2]1[CH2:3][CH2:4][CH:5]([n:8]2[c:9]3[n:10]([c:11]([CH2:30][CH2:31][CH3:32])[c:12]([CH2:15][c:16]4[cH:17][cH:18][c:19](-[c:22]5[c:23]([C:28]#[N:29])[cH:24][cH:25][cH:26][cH:27]5)[cH:20][cH:21]4)[c:13]2=[O:14])[n:33][cH:34][n:35]3)[CH2:6][CH2:7]1)[CH:40]([C:39]([O:38][CH2:36][CH3:37])=[O:45])[CH2:41][CH3:42]. Reactants: ClC1=CC2=C(OCCN2)C=C1S(=O)(=O)N(C=1SC=CN1)CC1=CC=C(C=C1)OC (6-chloro-N-(4-methoxybenzyl)-N-(thiazol-2-yl)-3,4-dihydro-2H-benzo[b][1,4]oxazine-7-sulfonamide), BrC1=C(C#N)C=C(C=C1)C(F)(F)F (2-bromo-5-(trifluoromethyl)benzonitrile), CC1(C2=C(C(=CC=C2)P(C3=CC=CC=C3)C4=CC=CC=C4)OC5=C(C=CC=C51)P(C6=CC=CC=C6)C7=CC=CC=C7)C (Xantphos), C([O-])([O-])=O.[Cs+].[Cs+] (cesium carbonate). Reagents/catalysts: C=1C=CC(=CC1)/C=C/C(=O)/C=C/C2=CC=CC=C2.C=1C=CC(=CC1)/C=C/C(=O)/C=C/C2=CC=CC=C2.C=1C=CC(=CC1)/C=C/C(=O)/C=C/C2=CC=CC=C2.[Pd].[Pd] (Pd2(dba)3). Yields the product ClC1=CC2=C(OCCN2C2=C(C=C(C=C2)C(F)(F)F)C#N)C=C1S(=O)(=O)N(C=1SC=CN1)CC1=CC=C(C=C1)OC (6-chloro-4-(2-cyano-4-(trifluoromethyl)phenyl)-N-(4-methoxybenzyl)-N-(thiazol-2-yl)-3,4-dihydro-2H-benzo[b][1,4]oxazine-7-sulfonamide). As a reaction SMILES: [Cl:1][C:2]1[C:11]([S:12]([N:15]([CH2:21][C:22]2[CH:27]=[CH:26][C:25]([O:28][CH3:29])=[CH:24][CH:23]=2)[C:16]2[S:17][CH:18]=[CH:19][N:20]=2)(=[O:14])=[O:13])=[CH:10][C:5]2[O:6][CH2:7][CH2:8][NH:9][C:4]=2[CH:3]=1.Br[C:31]1[CH:38]=[CH:37][C:36]([C:39]([F:42])([F:41])[F:40])=[CH:35][C:32]=1[C:33]#[N:34].CC1(C)C2C(=C(P(C3C=CC=CC=3)C3C=CC=CC=3)C=CC=2)OC2C(P(C3C=CC=CC=3)C3C=CC=CC=3)=CC=CC1=2.C(=O)([O-])[O-].[Cs+].[Cs+]>C1C=CC(/C=C/C(/C=C/C2C=CC=CC=2)=O)=CC=1.C1C=CC(/C=C/C(/C=C/C2C=CC=CC=2)=O)=CC=1.C1C=CC(/C=C/C(/C=C/C2C=CC=CC=2)=O)=CC=1.[Pd].[Pd]>[Cl:1][C:2]1[C:11]([S:12]([N:15]([CH2:21][C:22]2[CH:27]=[CH:26][C:25]([O:28][CH3:29])=[CH:24][CH:23]=2)[C:16]2[S:17][CH:18]=[CH:19][N:20]=2)(=[O:14])=[O:13])=[CH:10][C:5]2[O:6][CH2:7][CH2:8][N:9]([C:31]3[CH:38]=[CH:37][C:36]([C:39]([F:42])([F:41])[F:40])=[CH:35][C:32]=3[C:33]#[N:34])[C:4]=2[CH:3]=1 |f:3.4.5,6.7.8.9.10|. Procedure: A 150-mL pressure vessel was charged with 6-chloro-N-(4-methoxybenzyl)-N-(thiazol-2-yl)-3,4-dihydro-2H-benzo[b][1,4]oxazine-7-sulfonamide (2.32 g, 5.13 mmol), 2-bromo-5-(trifluoromethyl)benzonitrile (2.57 g, 10.27 mmol), Xantphos (0.594 g, 1.027 mmol), Pd2(dba)3 (0.470 g, 0.513 mmol), and cesium carbonate (5.02 g, 15.40 mmol). The vessel was flushed with Ar (g), then 1,4-dioxane (51.3 ml) was added. The vessel was sealed and placed in a 100° C. heating bath for 16 h. The mixture was cooled to ro... Reactants: C#C[Sn](CCCC)(CCCC)CCCC, C1CCOC1, [Li]c1ccccc1. Yields the product CCCC[SnH](CCCC)CCCC. Reaction SMILES: [CH2:1]([CH2:2][CH2:3][CH3:4])[Sn:5]([C:6]#[CH:7])([CH2:8][CH2:9][CH2:10][CH3:11])[CH2:12][CH2:13][CH2:14][CH3:15].[CH2:23]1[O:24][CH2:25][CH2:26][CH2:27]1.[c:16]1([Li:17])[cH:18][cH:19][cH:20][cH:21][cH:22]1>>[CH2:1]([CH2:2][CH2:3][CH3:4])[SnH:5]([CH2:8][CH2:9][CH2:10][CH3:11])[CH2:12][CH2:13][CH2:14][CH3:15]. Reactants: CC(C)(C)[SiH2]OC(C)(C)c1ccc(F)c(O[Si](C)(C)C(C)(C)C)c1, C1CCOC1, COB(OC)OC, CC(=O)O, [Li]C(C)CC, O, OO. Product: CC(C)(C)[SiH2]OC(C)(C)c1cc(O)c(F)c(O[Si](C)(C)C(C)(C)C)c1. Reaction SMILES: [C:1]([CH3:2])([CH3:3])([CH3:4])[Si:5]([O:6][c:7]1[c:8]([F:22])[cH:9][cH:10][c:11]([C:13]([O:14][SiH2:15][C:16]([CH3:17])([CH3:18])[CH3:19])([CH3:20])[CH3:21])[cH:12]1)([CH3:23])[CH3:24].[CH2:44]1[O:45][CH2:46][CH2:47][CH2:48]1.[CH3:30][O:31][B:32]([O:33][CH3:34])[O:35][CH3:36].[CH3:37][C:38](=[O:39])[OH:40].[CH:25]([Li:26])([CH2:27][CH3:28])[CH3:29].[OH2:43].[OH:41][OH:42]>>[C:1]([CH3:2])([CH3:3])([CH3:4])[Si:5]([O:6][c:7]1[c:8]([F:22])[c:9]([OH:31])[cH:10][c:11]([C:13]([O:14][SiH2:15][C:16]([CH3:17])([CH3:18])[CH3:19])([CH3:20])[CH3:21])[cH:12]1)([CH3:23])[CH3:24]. Reactants: ClC=1C=CC(=C(C(=O)O)C1)COC=1C=NC=C(C1)F (5-Chloro-2-{[(5-fluoropyridin-3-yl)oxy]methyl}benzoic acid), Cl.N[C@@H](C)C1=CC=C(C(=O)OC)C=C1 (Methyl 4-[(1S)-1-aminoethyl]benzoate hydrochloride). The product is ClC=1C=CC(=C(C(=O)N[C@@H](C)C2=CC=C(C(=O)O)C=C2)C1)COC=1C=NC=C(C1)F (4-{(1S)-1-[(5-chloro-2-{[(5-fluoropyridin-3-yl)oxy]methyl}benzoyl)amino]ethyl}benzoic Acid). As a reaction SMILES: [Cl:1][C:2]1[CH:3]=[CH:4][C:5]([CH2:11][O:12][C:13]2[CH:14]=[N:15][CH:16]=[C:17]([F:19])[CH:18]=2)=[C:6]([CH:10]=1)[C:7]([OH:9])=O.Cl.[NH2:21][C@H:22]([C:24]1[CH:33]=[CH:32][C:27]([C:28]([O:30]C)=[O:29])=[CH:26][CH:25]=1)[CH3:23]>>[Cl:1][C:2]1[CH:3]=[CH:4][C:5]([CH2:11][O:12][C:13]2[CH:14]=[N:15][CH:16]=[C:17]([F:19])[CH:18]=2)=[C:6]([CH:10]=1)[C:7]([NH:21][C@H:22]([C:24]1[CH:33]=[CH:32][C:27]([C:28]([OH:30])=[O:29])=[CH:26][CH:25]=1)[CH3:23])=[O:9] |f:1.2|. Procedure: The title compound was prepared according to the procedure described in step 6 of Example 1 from 5-chloro-2-{[(5-fluoropyridin-3-yl)oxy]methyl}benzoic acid (step 2) and methyl 4-[(1S)-1-aminoethyl]benzoate hydrochloride (step 5 of Example 1): Reactants: O=C(n1ccnc1)n1ccnc1, CN(C)CCCCN, O=C(O)c1ccc(-c2nnc(CSCCOc3ccccc3)o2)cc1. Yields the product CN(C)CCCCNC(=O)c1ccc(-c2nnc(CSCCOc3ccccc3)o2)cc1. As a reaction SMILES: [C:26]([n:27]1[cH:28][cH:29][n:30][cH:31]1)([n:32]1[cH:33][cH:34][n:35][cH:36]1)=[O:37].[CH3:38][N:39]([CH2:40][CH2:41][CH2:42][CH2:43][NH2:44])[CH3:45].[O:1]([c:2]1[cH:3][cH:4][cH:5][cH:6][cH:7]1)[CH2:8][CH2:9][S:10][CH2:11][c:12]1[n:13][n:14][c:15](-[c:17]2[cH:18][cH:19][c:20]([C:21](=[O:22])[OH:23])[cH:24][cH:25]2)[o:16]1>>[O:1]([c:2]1[cH:3][cH:4][cH:5][cH:6][cH:7]1)[CH2:8][CH2:9][S:10][CH2:11][c:12]1[n:13][n:14][c:15](-[c:17]2[cH:18][cH:19][c:20]([C:21](=[O:23])[NH:44][CH2:43][CH2:42][CH2:41][CH2:40][N:39]([CH3:38])[CH3:45])[cH:24][cH:25]2)[o:16]1.